Dataset: the Open Reaction Database (ORD), a public repository of structured organic reaction records. Task: describe an organic reaction: reactants, conditions, products, and yield Reactants: CO, C[O-], Cl, [Na+], COC(=O)CS, ClCc1ccncc1. The product is COC(=O)CSCc1ccncc1. As a reaction SMILES: [CH3:19][OH:20].[CH3:1][O-:2].[ClH:4].[Na+:3].[SH:13][CH2:14][C:15](=[O:16])[O:17][CH3:18].[cH:5]1[cH:6][c:7]([CH2:11][Cl:12])[cH:8][cH:9][n:10]1>>[cH:5]1[cH:6][c:7]([CH2:11][S:13][CH2:14][C:15](=[O:16])[O:17][CH3:18])[cH:8][cH:9][n:10]1. Reactants: [Br-], CC[Mg+], C1CCOC1, O=C(O)C(=O)c1ccccc1. RXN SMILES: [Br-:12].[CH2:13]([CH3:14])[Mg+:15].[O:16]1[CH2:17][CH2:18][CH2:19][CH2:20]1.[O:1]=[C:2]([C:3](=[O:4])[OH:5])[c:6]1[cH:7][cH:8][cH:9][cH:10][cH:11]1>>[OH:1][C:2]([C:3](=[O:4])[OH:5])([c:6]1[cH:7][cH:8][cH:9][cH:10][cH:11]1)[CH2:13][CH3:14]. Product: CCC(O)(C(=O)O)c1ccccc1. The reactants are Br (hydrobromic acid), BrBr (bromine), COC1=CC=C(C=C1)C1C(NC(NC1=O)=O)=O (5-(4-Methoxyphenyl)barbituric acid). Solvent: O (water). Run at temperature 2.5 celsius, time 1 hour. The product is BrC1(C(NC(NC1=O)=O)=O)C1=CC=C(C=C1)OC (5-Bromo-5-(4-Methoxyphenyl)barbituric Acid). As a reaction SMILES: [CH3:1][O:2][C:3]1[CH:8]=[CH:7][C:6]([CH:9]2[C:14](=[O:15])[NH:13][C:12](=[O:16])[NH:11][C:10]2=[O:17])=[CH:5][CH:4]=1.[BrH:18].BrBr>O>[Br:18][C:9]1([C:6]2[CH:5]=[CH:4][C:3]([O:2][CH3:1])=[CH:8][CH:7]=2)[C:10](=[O:17])[NH:11][C:12](=[O:16])[NH:13][C:14]1=[O:15]. Procedure details: To a suspension of 5-(4-Methoxyphenyl)barbituric acid (222 mg) in 3 ml of water, cooled to 0-5° C. with ice bath, are added 136 μl of 48% hydrobromic acid and 56 μl of bromine, dropwise. After 1 hour at a temperature below 10° C., the solid which separated is collected by filtration and washed on the filter with water. The solid is dried for several hours under vacuum at 50° C., to give 283 mg of the product.